Dataset: the Open Reaction Database (ORD), a public repository of structured organic reaction records. Task: describe an organic reaction: reactants, conditions, products, and yield Reactants: CN(C)C=O (DMF), C(C)OC(=O)C1(CCC(CC1)N1C(C2=CC=CC=C2C1=O)=O)CC=C (1-Allyl-4-(1,3-dioxo-1,3-dihydro-isoindol-2-yl)-cyclohexanecarboxylic acid ethyl ester), C(C)OC(=O)C1(CCC(CC1)N1C(C2=CC=CC=C2C1=O)=O)CC=C (1-Allyl-4-(1,3-dioxo-1,3-dihydro-isoindol-2-yl)-cyclohexanecarboxylic acid ethyl ester), CN(C)C=O (DMF). Reagents/catalysts: Cl[Cu] (CuCl), Cl[Pd]Cl (PdCl2). Solvent: O (water), O (water), Cl (HCl). Reaction conditions: time 3 hour. The product is O=C1N(C(C2=CC=CC=C12)=O)C1CCC(CC1)(C(=O)OCC)CC(C)=O (Ethyl 4-(1,3-dioxoisoindolin-2-yl)-1-(2-oxopropyl)cyclo-hexanecarboxylate). The yield is 100.0%. RXN SMILES: [CH2:1]([O:3][C:4]([C:6]1([CH2:23][CH:24]=[CH2:25])[CH2:11][CH2:10][CH:9]([N:12]2[C:20](=[O:21])[C:19]3[C:14](=[CH:15][CH:16]=[CH:17][CH:18]=3)[C:13]2=[O:22])[CH2:8][CH2:7]1)=[O:5])[CH3:2].CN(C=[O:30])C>O.Cl.Cl[Cu].Cl[Pd]Cl>[O:21]=[C:20]1[C:19]2[C:14](=[CH:15][CH:16]=[CH:17][CH:18]=2)[C:13](=[O:22])[N:12]1[CH:9]1[CH2:8][CH2:7][C:6]([CH2:23][C:24](=[O:30])[CH3:25])([C:4]([O:3][CH2:1][CH3:2])=[O:5])[CH2:11][CH2:10]1. Procedure: A mixture of CuCl (147 mg, 1.484 mmol) and PdCl2 (46.1 mg, 0.26 mmol) in DMF (24 ml) and water (4 ml) was stirred under an oxygen (balloon) for 3 hours. A solution of 1-Allyl-4-(1,3-dioxo-1,3-dihydro-isoindol-2-yl)-cyclohexanecarboxylic acid ethyl ester (Intermediate 73, 362 mg, 1.06 mmol) in DMF (16 ml) was added and the mixture was stirred at room temperature for 66 hr under O2. LCMS shows 100% conversion to product and the reaction mixture was diluted with water and 1M HCl, then extracted wit...